Dataset: the Open Reaction Database (ORD), a public repository of structured organic reaction records. Task: describe an organic reaction: reactants, conditions, products, and yield The reactants are Cl (HCl), C(#N)C=1C=C(C=CC1)COC=1C=C(C=C(C1)C)OS(=O)(=O)C1=C(C=CC=C1)Cl (2-chlorobenzenesulfonic acid 3-[(3-cyanophenyl)methoxy]-5-methylphenyl ester), Cl.CN (methylamine hydrochloride), C(=O)([O-])[O-].[Na+].[Na+] (Na2CO3). Run in C(C)O (ethanol), C(Cl)Cl (methylene chloride). Reaction conditions: time 3 day. Product: Cl.CNC(=N)C=1C=C(C=CC1)COC=1C=C(C=C(C1)C)OS(=O)(=O)C1=C(C=CC=C1)Cl (2-Chlorobenzenesulfonic Acid 3-[[3-(N-methylamidino)phenyl]methoxy]-5-methylphenyl Ester Hydrochloride). Yield: 30.0%. Reaction SMILES: [C:1]([C:3]1[CH:4]=[C:5]([CH2:9][O:10][C:11]2[CH:12]=[C:13]([O:18][S:19]([C:22]3[CH:27]=[CH:26][CH:25]=[CH:24][C:23]=3[Cl:28])(=[O:21])=[O:20])[CH:14]=[C:15]([CH3:17])[CH:16]=2)[CH:6]=[CH:7][CH:8]=1)#[N:2].[ClH:29].Cl.[CH3:31][NH2:32].C([O-])([O-])=O.[Na+].[Na+]>C(Cl)Cl.C(O)C>[ClH:28].[CH3:31][NH:32][C:1]([C:3]1[CH:4]=[C:5]([CH2:9][O:10][C:11]2[CH:12]=[C:13]([O:18][S:19]([C:22]3[CH:27]=[CH:26][CH:25]=[CH:24][C:23]=3[Cl:29])(=[O:21])=[O:20])[CH:14]=[C:15]([CH3:17])[CH:16]=2)[CH:6]=[CH:7][CH:8]=1)=[NH:2] |f:2.3,4.5.6,9.10|. Reported procedure: To a solution of 2-chlorobenzenesulfonic acid 3-[(3-cyanophenyl)methoxy]-5-methylphenyl ester (414 mg, 1.0 mmol), as prepared in step (a) of Example 6, in methylene chloride (10 mL) was added 37% HCl in ethanol (15 mL) at 0° C. The mixture was allowed to stand at 0° C. for 3 days. The solvent was evaporated and the residue was concentrated in vacuo from methylene chloride several times. The residue was dissolved in ethanol (10 mL), treated with methylamine hydrochloride (270 mg, 4.0 mmol) and Na... Reactants: CO, COc1ccc2c(c1)c1c3c(c(-c4ccccc4Cl)cc1n2CCC#N)C(=O)NC3=O. The product is N#CCCn1c2ccc(O)cc2c2c3c(c(-c4ccccc4Cl)cc21)C(=O)NC3=O. Reaction SMILES: [CH3:32][OH:33].[Cl:1][c:2]1[c:3](-[c:8]2[cH:9][c:10]3[n:11]([CH2:28][CH2:29][C:30]#[N:31])[c:12]4[cH:13][cH:14][c:15]([O:26][CH3:27])[cH:16][c:17]4[c:18]3[c:19]3[c:20]2[C:21](=[O:25])[NH:22][C:23]3=[O:24])[cH:4][cH:5][cH:6][cH:7]1>>[Cl:1][c:2]1[c:3](-[c:8]2[cH:9][c:10]3[n:11]([CH2:28][CH2:29][C:30]#[N:31])[c:12]4[cH:13][cH:14][c:15]([OH:26])[cH:16][c:17]4[c:18]3[c:19]3[c:20]2[C:21](=[O:25])[NH:22][C:23]3=[O:24])[cH:4][cH:5][cH:6][cH:7]1. The reactants are COC(=O)[C@@H]1NC2=CC(=CC(=C2[C@H](C1)NC(=O)N(C1=CC=CC=C1)C1=CC=CC=C1)Cl)Cl (trans-2-methoxycarbonyl-5,7-dichloro-4-(N,N-diphenylamino)carbonylamino-1,2,3,4-tetrahydroquinoline). Solvent: CS(=O)C (DMSO). Yields the product C(=O)(O)[C@@H]1NC2=CC(=CC(=C2[C@H](C1)NC(=O)N(C1=CC=CC=C1)C1=CC=CC=C1)Cl)Cl (Trans-2-carboxy-5,7-dichloro-4-(N,N-diphenylamino)carbonylamino-1,2,3,4-tetrahydroquinoline), ArH. As a reaction SMILES: C[O:2][C:3]([C@H:5]1[CH2:14][C@H:13]([NH:15][C:16]([N:18]([C:25]2[CH:30]=[CH:29][CH:28]=[CH:27][CH:26]=2)[C:19]2[CH:24]=[CH:23][CH:22]=[CH:21][CH:20]=2)=[O:17])[C:12]2[C:7](=[CH:8][C:9]([Cl:32])=[CH:10][C:11]=2[Cl:31])[NH:6]1)=[O:4]>CS(C)=O>[C:3]([C@H:5]1[CH2:14][C@H:13]([NH:15][C:16]([N:18]([C:25]2[CH:26]=[CH:27][CH:28]=[CH:29][CH:30]=2)[C:19]2[CH:24]=[CH:23][CH:22]=[CH:21][CH:20]=2)=[O:17])[C:12]2[C:7](=[CH:8][C:9]([Cl:32])=[CH:10][C:11]=2[Cl:31])[NH:6]1)([OH:4])=[O:2]. Procedure: This compound was prepared by the method given in Example 37 step b) using trans-2-methoxycarbonyl-5,7-dichloro-4-(N,N-diphenylamino)carbonylamino-1,2,3,4-tetrahydroquinoline in place of trans-5,7-dichloro-2-methoxycarbonyl-4-phenylmethylcarbonylamino-1,2,3,4-tetrahydroquinoline to give the title compound as colourless crystals, m.p. 214°-216° C. δ (360 MHz, DMSO), 1.63 (1H, ddd, 13.0, 12.1 and 3.9 Hz, CHACHBHCCHD), 2.33 (1H, dm, J=13.0 Hz, CHACHBHCCHD), 3.88 (1H, dm, J=12.1 and 2.8 Hz, CHACHBHC...